The task is: describe an organic reaction: reactants, conditions, products, and yield. This data is from the Open Reaction Database (ORD), a public repository of structured organic reaction records. The reactants are C1(=CC=CC=C1)N(N)C1=CC=CC=C1 (1,1-diphenylhydrazine), N(=O)[O-].[Na+] (sodium nitrite), Cl (hydrochloric acid), substituted 1,1-diphenylhydrazines, 1,1-diarylamine. Solvent: CN(C=O)C (dimethylformamide). Yields the product N(=O)N(C1=CC=CC=C1)C1=CC=CC=C1 (N-nitrosodiphenylamine). RXN SMILES: [C:1]1([N:7]([C:9]2[CH:14]=[CH:13][CH:12]=[CH:11][CH:10]=2)[NH2:8])[CH:6]=[CH:5][CH:4]=[CH:3][CH:2]=1.N([O-])=[O:16].[Na+].Cl>CN(C)C=O>[N:8]([N:7]([C:9]1[CH:14]=[CH:13][CH:12]=[CH:11][CH:10]=1)[C:1]1[CH:2]=[CH:3][CH:4]=[CH:5][CH:6]=1)=[O:16] |f:1.2|. Procedure: The compound 1,1-diphenylhydrazine is commercially available. The substituted 1,1-diphenylhydrazines can be made by reacting the corresponding 1,1-diarylamine with sodium nitrite and hydrochloric acid in dimethylformamide at about 10° C. to produce an N-nitrosodiphenylamine, then adding the N-nitroso compound in tetrahydrofuran to a suspension of lithium aluminum hydride in dry ether under nitrogen and maintaining the temperature at 25°-35° C. for about 11/2 hours. The procedure is analogous to ...